Dataset: the Open Reaction Database (ORD), a public repository of structured organic reaction records. Task: describe an organic reaction: reactants, conditions, products, and yield Starting materials: [OH-].[Na+] (NaOH), FC1=C(C=CC=C1F)[C@@]12N=C(SC[C@@H]1[C@H](OC2)CF)N ((4aS,5S,7aS)-7a-(2,3-difluorophenyl)-5-(fluoromethyl)-4a,5,7,7a-tetrahydro-4H-furo[3,4-d][1,3]thiazin-2-amine), [N+](=O)(O)[O-] (nitric acid), S(O)(O)(=O)=O (Sulfuric acid). Run in FC(C(=O)O)(F)F (trifluoroacetic acid). Run at temperature 0 celsius, time 4 hour. The product is FC1=C(C=C(C=C1F)[N+](=O)[O-])[C@@]12N=C(SC[C@@H]1[C@H](OC2)CF)N ((4aS,5S,7aS)-7a-(2,3-difluoro-5-nitrophenyl)-5-(fluoromethyl)-4a,5,7,7a-tetrahydro-4H-furo[3,4-d][1,3]thiazin-2-amine). RXN SMILES: [F:1][C:2]1[C:7]([F:8])=[CH:6][CH:5]=[CH:4][C:3]=1[C@:9]12[CH2:17][O:16][C@H:15]([CH2:18][F:19])[C@H:14]1[CH2:13][S:12][C:11]([NH2:20])=[N:10]2.S(=O)(=O)(O)O.[N+:26]([O-])([OH:28])=[O:27].[OH-].[Na+]>FC(F)(F)C(O)=O>[F:1][C:2]1[C:7]([F:8])=[CH:6][C:5]([N+:26]([O-:28])=[O:27])=[CH:4][C:3]=1[C@:9]12[CH2:17][O:16][C@H:15]([CH2:18][F:19])[C@H:14]1[CH2:13][S:12][C:11]([NH2:20])=[N:10]2 |f:3.4|. Procedure details: (4aS,5S,7aS)-7a-(2,3-difluorophenyl)-5-(fluoromethyl)-4a,5,7,7a-tetrahydro-4H-furo[3,4-d][1,3]thiazin-2-amine (9.10 g, 0.03 mol, 1.0 equiv.) was dissolved in trifluoroacetic acid (36.4 mL), and the solution was cooled to 0° C. Sulfuric acid (conc., 12.0 mL) was added, followed by fuming nitric acid (6.9 mL) dropwise while maintaining the temperature below 5° C. After stirring at 0-5° C. for 4 h, the reaction mixture was slowly charged into a vigorously stirred solution of aq.NaOH (43.3 g in 273 ... Starting materials: C(=O)[O-].[Rb+] (rubidium formate), C[Si](OC)(OC)OC (methyltrimethoxysilane). The reagents and catalysts are carboxylate. Conditions: time 4 hour. The product is CO[Si](OC)(OC)OC (tetramethoxysilane). Isolated yield 94292.9%. As a reaction SMILES: [CH:1]([O-:3])=O.[Rb+].C[Si:6]([O:11][CH3:12])([O:9][CH3:10])[O:7][CH3:8]>>[CH3:8][O:7][Si:6]([O:3][CH3:1])([O:11][CH3:12])[O:9][CH3:10] |f:0.1|. Procedure details: Example 2 was repeated except that 0.04 gram of rubidium formate was used as the alkali carboxylate catalyst component and reaction time was 4.0 hours. Under these conditions 5.2 grams of methyltrimethoxysilane; 44.0 grams of tetramethoxysilane were produced; and 14.0 grams of methanol was unreacted. Of the total organosilanes in the distillation product 10.5 percent was methyltrimethoxysilane. Reactants: CCCO, COc1cnc(C(=O)O)cn1, CN1CCN(C)C1=O, CCOC(C)=O, NC1=NC2(c3cc(N)ccc3F)COC(C(F)(F)F)C2CS1, [Na+], [OH-], O, O=S(Cl)Cl. Product: COc1cnc(C(=O)Nc2ccc(F)c(C34COC(C(F)(F)F)C3CSC(N)=N4)c2)cn1. Reaction SMILES: [CH2:48]([OH:49])[CH2:50][CH3:51].[CH3:1][O:2][c:3]1[n:4][cH:5][c:6]([C:9](=[O:10])[OH:11])[n:7][cH:8]1.[CH3:40][N:41]1[CH2:42][CH2:43][N:44]([CH3:45])[C:46]1=[O:47].[CH3:52][CH2:53][O:54][C:55]([CH3:56])=[O:57].[NH2:16][c:17]1[cH:18][cH:19][c:20]([F:37])[c:21]([C:23]23[N:24]=[C:25]([NH2:36])[S:26][CH2:27][CH:28]2[CH:29]([C:32]([F:33])([F:34])[F:35])[O:30][CH2:31]3)[cH:22]1.[Na+:39].[OH-:38].[OH2:58].[S:12]([Cl:13])([Cl:14])=[O:15]>>[CH3:1][O:2][c:3]1[n:4][cH:5][c:6]([C:9](=[O:11])[NH:16][c:17]2[cH:18][cH:19][c:20]([F:37])[c:21]([C:23]34[N:24]=[C:25]([NH2:36])[S:26][CH2:27][CH:28]3[CH:29]([C:32]([F:33])([F:34])[F:35])[O:30][CH2:31]4)[cH:22]2)[n:7][cH:8]1. Starting materials: B, C1CCOC1, [Na+], [OH-], O=C(O)C1CC1c1ccccc1. Yields the product OCC1CC1c1ccccc1. RXN SMILES: [B:13].[CH2:16]1[O:17][CH2:18][CH2:19][CH2:20]1.[Na+:15].[OH-:14].[c:1]1([CH:7]2[CH:8]([C:10](=[O:11])[OH:12])[CH2:9]2)[cH:2][cH:3][cH:4][cH:5][cH:6]1>>[c:1]1([CH:7]2[CH:8]([CH2:10][OH:11])[CH2:9]2)[cH:2][cH:3][cH:4][cH:5][cH:6]1. Yields the product N1(CCCC1)C(CCC(=O)O)C (4-Pyrrolidin-1-yl-pentanoic acid). Starting materials: COC(CCC(C)N1CCCC1)=O (4-pyrrolidin-l-yl-pentanoic acid methyl ester), [OH-].[Na+] (NaOH), Cl (HCl). The solvent is O (water). Reaction SMILES: C[O:2][C:3](=[O:13])[CH2:4][CH2:5][CH:6]([N:8]1[CH2:12][CH2:11][CH2:10][CH2:9]1)[CH3:7].[OH-].[Na+].Cl>O>[N:8]1([CH:6]([CH3:7])[CH2:5][CH2:4][C:3]([OH:13])=[O:2])[CH2:12][CH2:11][CH2:10][CH2:9]1 |f:1.2|. Yield: 99.3%. Procedure: To a suspension of 4-pyrrolidin-l-yl-pentanoic acid methyl ester (2.0 g, 10.0 mmol) in water (20 mL), NaOH (0.8 g, 20.0 mmol, 2.0 eq) was added and the mixture was heated at reflux for 10 hours. The reaction was then allowed to cool to room temperature, the pH was adjusted to 3 with HCl 37% and the mixture was concentrated under reduced pressure. The residue was treated with EtOH, the sodium chloride precipitated was filtered off and the solvent was evaporated under reduced pressure, affording 1... Reactants: C(C)(C)(C)OC(=O)N1CC(C(C1)CO)(C1=CC=CC=C1)NC(NC(C1=CC=CC=C1)=O)=S (tert-butyl-3-(benzoylcarbamothioylamino)-4-(hydroxymethyl)-3-phenyl-pyrrolidine-1-carboxylate), ClC(=C(C)C)N(C)C (1-chloro-N,N,2-trimethylpropenylamine), C([O-])(O)=O.[Na+] (sodium bicarbonate). The solvent is ClCCl (dichloromethane). Run at time 4 hour. The product is C(C)(C)(C)OC(=O)N1CC2(N=C(SCC2C1)NC(C1=CC=CC=C1)=O)C1=CC=CC=C1 (Racemic tert-Butyl-2-benzamido-7a-phenyl-4,4a,5,7-tetrahydropyrrolo[3,4-d][1,3]thiazine-6-carboxylate). As a reaction SMILES: [C:1]([O:5][C:6]([N:8]1[CH2:12][CH:11]([CH2:13]O)[C:10]([NH:21][C:22](=[S:32])[NH:23][C:24](=[O:31])[C:25]2[CH:30]=[CH:29][CH:28]=[CH:27][CH:26]=2)([C:15]2[CH:20]=[CH:19][CH:18]=[CH:17][CH:16]=2)[CH2:9]1)=[O:7])([CH3:4])([CH3:3])[CH3:2].ClC(N(C)C)=C(C)C.C(=O)(O)[O-].[Na+]>ClCCl>[C:1]([O:5][C:6]([N:8]1[CH2:12][CH:11]2[C:10]([C:15]3[CH:20]=[CH:19][CH:18]=[CH:17][CH:16]=3)([N:21]=[C:22]([NH:23][C:24](=[O:31])[C:25]3[CH:26]=[CH:27][CH:28]=[CH:29][CH:30]=3)[S:32][CH2:13]2)[CH2:9]1)=[O:7])([CH3:2])([CH3:4])[CH3:3] |f:2.3|. Procedure: A solution of tert-butyl-3-(benzoylcarbamothioylamino)-4-(hydroxymethyl)-3-phenyl-pyrrolidine-1-carboxylate (1.6 g, 3.5 mmol) in dichloromethane (87 mL) at 0° C. is treated with 1-chloro-N,N,2-trimethylpropenylamine (0.94 mg, 7.0 mmol). The mixture is allowed to warm to room temperature and stirred for 4 hours under nitrogen. Saturated sodium bicarbonate is added and the solution extracted with dichloromethane. The combined organic layers are dried over sodium sulfate, filtered, and concentrated... The reactants are [H-].[Al+3].[Li+].[H-].[H-].[H-] (lithium aluminum hydride), FC1=CC=C(C=C1)C=1C(=C(OC1C1=CC=CC=C1)C(C)(C)C)C(=O)OCC (4-(4-fluorophenyl)-2-tert.-butyl-5-phenyl-3-furyl-carboxylic acid, ethyl ester). Run in CCOCC (ether), CCOCC (ether). Yields the product C(C)(C)(C)C=1OC(=C(C1CO)C1=CC=C(C=C1)F)C1=CC=CC=C1 (2-tert.-butyl-4-(4-fluorophenyl)-5-phenyl-fur-3-ylmethanol). Reaction SMILES: [H-].[Al+3].[Li+].[H-].[H-].[H-].[F:7][C:8]1[CH:13]=[CH:12][C:11]([C:14]2[C:15]([C:29](OCC)=[O:30])=[C:16]([C:25]([CH3:28])([CH3:27])[CH3:26])[O:17][C:18]=2[C:19]2[CH:24]=[CH:23][CH:22]=[CH:21][CH:20]=2)=[CH:10][CH:9]=1>CCOCC>[C:25]([C:16]1[O:17][C:18]([C:19]2[CH:24]=[CH:23][CH:22]=[CH:21][CH:20]=2)=[C:14]([C:11]2[CH:12]=[CH:13][C:8]([F:7])=[CH:9][CH:10]=2)[C:15]=1[CH2:29][OH:30])([CH3:28])([CH3:26])[CH3:27] |f:0.1.2.3.4.5|. Procedure: Under a dry nitrogen atmosphere, to a slurry of 1.15 g (30.4 mmol) of lithium aluminum hydride in 50 ml of dry ether at about 0° was added 5.56 g (15.2 mmol) of 4-(4-fluorophenyl)-2-tert.-butyl-5-phenyl-3-furyl-carboxylic acid, ethyl ester in 25 ml of dry ether. The mixture was heated at reflux for one-half hour. Starting materials: CI, COc1ccc2ccsc2c1. Yields the product COc1ccc2cc(C)sc2c1. As a reaction SMILES: [CH3:12][I:13].[CH3:1][O:2][c:3]1[cH:4][cH:5][c:6]2[c:7]([s:8][cH:9][cH:10]2)[cH:11]1>>[CH3:1][O:2][c:3]1[cH:4][cH:5][c:6]2[c:7]([s:8][c:9]([CH3:12])[cH:10]2)[cH:11]1.